describe an organic reaction: reactants, conditions, products, and yield From a dataset of the Open Reaction Database (ORD), a public repository of structured organic reaction records. Reactants: BrCCCCCCCCCCCBr (1,11-dibromoundecane), Grignard reagent, CC(CCBr)C (3-methylbutyl bromide), [Mg] (magnesium). The reagents and catalysts are [Cu](Cl)Cl.[Li] (lithium copper chloride). Solvent: O1CCCC1 (tetrahydrofuran), O1CCCC1 (tetrahydrofuran). Reaction conditions: temperature -10 celsius, time 1 hour. Yields the product CC(CC[Mg]Br)C (3-methylbutylmagnesium bromide), BrCCCCCCCCCCCCCC(C)C (1-bromo-14-methylpentadecane). As a reaction SMILES: [CH3:1][CH:2]([CH3:6])[CH2:3][CH2:4]Br.[Mg:7].[Br:8][CH2:9][CH2:10][CH2:11][CH2:12][CH2:13][CH2:14][CH2:15][CH2:16][CH2:17][CH2:18][CH2:19][Br:20]>[Cu](Cl)Cl.[Li].O1CCCC1>[CH3:1][CH:2]([CH3:6])[CH2:3][CH2:4][Mg:7][Br:8].[Br:20][CH2:19][CH2:18][CH2:17][CH2:16][CH2:15][CH2:14][CH2:13][CH2:12][CH2:11][CH2:10][CH2:9][CH2:4][CH2:3][CH:2]([CH3:6])[CH3:1] |f:3.4,^1:23|. Procedure: A solution of 3-methylbutylmagnesium bromide is prepared by treating 15.1 g. of 3-methylbutyl bromide with 2.7 g. of magnesium turnings in 50 ml. of dry tetrahydrofuran. The resultant Grignard reagent is added dropwise to a solution of 34.5 g. of 1,11-dibromoundecane and 0.2 g. of lithium copper chloride in 75 ml. of tetrahydrofuran. After 1 hour stirring at -10° C., the solution is evaporated, and the resultant oil is distilled in vacuo to yield the colorless 1-bromo-14-methylpentadecane. Starting materials: C1(=CC=CC=C1)C=1SC2=C(N1)C=CC=C2C=O (2-phenyl-benzothiazole-7-carboxaldehyde), [N+](=O)([O-])CC(C)=O (nitroacetone), N\C(=C/C(=O)OC)\C (methyl 3-aminocrotonate), C1CCCCC1.C(C)(=O)OCC (cyclohexane ethyl acetate). Run in C(C)O (ethanol). The product is CC=1NC(=C(C(C1[N+](=O)[O-])C1=CC=CC=2N=C(SC21)C2=CC=CC=C2)C(=O)OC)C (Methyl 2,6-dimethyl-3-nitro-4-(2-phenyl-benzothiazol-7-yl)-1,4-dihydropyridine-5-carboxylate). The yield is 25.0%. As a reaction SMILES: [C:1]1([C:7]2[S:8][C:9]3[C:15]([CH:16]=O)=[CH:14][CH:13]=[CH:12][C:10]=3[N:11]=2)[CH:6]=[CH:5][CH:4]=[CH:3][CH:2]=1.[N+:18]([CH2:21][C:22](=O)[CH3:23])([O-:20])=[O:19].[NH2:25]/[C:26](/[CH3:32])=[CH:27]\[C:28]([O:30][CH3:31])=[O:29].C1CCCCC1.C(OCC)(=O)C>C(O)C>[CH3:23][C:22]1[NH:25][C:26]([CH3:32])=[C:27]([C:28]([O:30][CH3:31])=[O:29])[CH:16]([C:15]2[C:9]3[S:8][C:7]([C:1]4[CH:2]=[CH:3][CH:4]=[CH:5][CH:6]=4)=[N:11][C:10]=3[CH:12]=[CH:13][CH:14]=2)[C:21]=1[N+:18]([O-:20])=[O:19] |f:3.4|. Procedure details: 10 mmol of 2-phenyl-benzothiazole-7-carboxaldehyde, 10 mmol of nitroacetone and 10 mmol of methyl 3-aminocrotonate are boiled in 20 ml of ethanol overnight, the mixture is concentrated and the residue is purified on a silica gel column (cyclohexane/ethyl acetate=6:4) Yield: 25% of yellow crystals M.p.: 233° C. (dec.) Starting materials: S1C(=NC=C1)C=1C=C(C=O)C=CC1 (3-(1,3-thiazol-2-yl)benzaldehyde), C(OC)(OC)OC (trimethyl orthoformate), [BH4-].[Na+] (Sodium borohydride), C(C)(C)N (isopropyl amine). The solvent is C1CCOC1 (THF). Conditions: temperature 23 celsius, time 16 hour. The product is S1C(=NC=C1)C=1C=C(CNC(C)C)C=CC1 (N-[3-(1,3-thiazol-2-yl)benzyl]propan-2-amine). The yield is 79.7%. RXN SMILES: [S:1]1[CH:5]=[CH:4][N:3]=[C:2]1[C:6]1[CH:7]=[C:8]([CH:11]=[CH:12][CH:13]=1)[CH:9]=O.C(OC)(OC)OC.[CH:21]([NH2:24])([CH3:23])[CH3:22].[BH4-].[Na+]>C1COCC1>[S:1]1[CH:5]=[CH:4][N:3]=[C:2]1[C:6]1[CH:7]=[C:8]([CH:11]=[CH:12][CH:13]=1)[CH2:9][NH:24][CH:21]([CH3:23])[CH3:22] |f:3.4|. Procedure: To a solution of 3-(1,3-thiazol-2-yl)benzaldehyde (15 g, 81 mmol, 1.0 eq) in THF (100 mL) was added trimethyl orthoformate (9.0 mL, 8.6 g, 81 mmol, 1.0 eq) followed by isopropyl amine (11 mL, 7.3 g, 120 mmol, 1.5 eq) and the resulting reaction was stirred at 23° C. for 16 hours. The reaction mixture was concentrated under reduced pressure and the resulting residue was dissolved in methanol (100 mL). Sodium borohydride (6.1 g, 160 mmol, 2.0 eq) was added portionwise over 30 minutes and after addi... Starting materials: C1CCOC1, COC(=O)c1ccc(-c2nnc(C(F)(C3Cc4[nH]c5ccc(Cl)cc5c4C3)S(=O)(=O)c3cccc(Br)c3)o2)cc1, Cl, [Li+], [OH-]. Product: O=C(O)c1ccc(-c2nnc(C(F)(C3Cc4[nH]c5ccc(Cl)cc5c4C3)S(=O)(=O)c3cccc(Br)c3)o2)cc1. RXN SMILES: [CH2:44]1[O:45][CH2:46][CH2:47][CH2:48]1.[CH3:1][O:2][C:3]([c:4]1[cH:5][cH:6][c:7](-[c:10]2[o:11][c:12]([C:15]([F:16])([CH:17]3[CH2:18][c:19]4[c:20]([nH:21][c:22]5[cH:23][cH:24][c:25]([Cl:28])[cH:26][c:27]45)[CH2:29]3)[S:30](=[O:31])(=[O:32])[c:33]3[cH:34][c:35]([Br:39])[cH:36][cH:37][cH:38]3)[n:13][n:14]2)[cH:8][cH:9]1)=[O:40].[ClH:43].[Li+:42].[OH-:41]>>[O:2]=[C:3]([c:4]1[cH:5][cH:6][c:7](-[c:10]2[o:11][c:12]([C:15]([F:16])([CH:17]3[CH2:18][c:19]4[c:20]([nH:21][c:22]5[cH:23][cH:24][c:25]([Cl:28])[cH:26][c:27]45)[CH2:29]3)[S:30](=[O:31])(=[O:32])[c:33]3[cH:34][c:35]([Br:39])[cH:36][cH:37][cH:38]3)[n:13][n:14]2)[cH:8][cH:9]1)[OH:40]. Procedure: 3-[2-(2-Oxo-1,2-dihydroindol-3-ylidenemethyl)-4,5,6,7-tetrahydro-1H-indol-3-yl]-propionic acid (10 g) was dissolved in 100 mL of dimethylformamide. Carbonyldiimidazole (6.3 g) was added and the mixture stirred at ambient temperature for 1 hour. Ammonia (1 g) in 30 mL of dimethylformamide was added and the stirring continued overnight. Fifty mL of water was added to the mixture and stirring was continued for 10 minutes. The precipitate that formed was collected by vacuum filtration, washed with 2... Isolated yield 110.3%. RXN SMILES: [O:1]=[C:2]1[C:10](=[CH:11][C:12]2[NH:13][C:14]3[CH2:15][CH2:16][CH2:17][CH2:18][C:19]=3[C:20]=2[CH2:21][CH2:22][C:23]([OH:25])=O)[C:9]2[C:4](=[CH:5][CH:6]=[CH:7][CH:8]=2)[NH:3]1.C(N1C=CN=C1)([N:28]1C=CN=C1)=O.N.O>CN(C)C=O>[O:1]=[C:2]1[C:10](=[CH:11][C:12]2[NH:13][C:14]3[CH2:15][CH2:16][CH2:17][CH2:18][C:19]=3[C:20]=2[CH2:21][CH2:22][C:23]([NH2:28])=[O:25])[C:9]2[C:4](=[CH:5][CH:6]=[CH:7][CH:8]=2)[NH:3]1. Starting materials: N (Ammonia), O (water), O=C1NC2=CC=CC=C2C1=CC=1NC=2CCCCC2C1CCC(=O)O (3-[2-(2-Oxo-1,2-dihydroindol-3-ylidenemethyl)-4,5,6,7-tetrahydro-1H-indol-3-yl]-propionic acid), C(=O)(N1C=NC=C1)N1C=NC=C1 (Carbonyldiimidazole). Product: O=C1NC2=CC=CC=C2C1=CC=1NC=2CCCCC2C1CCC(=O)N (3-[2-(2-oxo-1,2-dihydroindol-3-ylidenemethyl)-4,5,6,7-tetrahydro-1H-indol-3-yl]-propionamide). Run at time 1 hour. Run in CN(C=O)C (dimethylformamide), CN(C=O)C (dimethylformamide). Starting materials: ClCCl, O=C(OO)c1cccc(Cl)c1, CC(CSc1ccc(F)cc1)NC(=O)C(NC(=O)OC(C)C)C(C)C. Yields the product CC(CS(=O)c1ccc(F)cc1)NC(=O)C(NC(=O)OC(C)C)C(C)C. RXN SMILES: [CH2:37]([Cl:38])[Cl:39].[Cl:1][c:2]1[cH:3][cH:4][cH:5][c:6]([C:7]([O:8][OH:10])=[O:9])[cH:11]1.[F:12][c:13]1[cH:14][cH:15][c:16]([S:19][CH2:20][CH:21]([CH3:22])[NH:23][C:24]([CH:25]([NH:26][C:27](=[O:28])[O:29][CH:30]([CH3:31])[CH3:32])[CH:33]([CH3:34])[CH3:35])=[O:36])[cH:17][cH:18]1>>[O:9]=[S:19]([c:16]1[cH:15][cH:14][c:13]([F:12])[cH:18][cH:17]1)[CH2:20][CH:21]([CH3:22])[NH:23][C:24]([CH:25]([NH:26][C:27](=[O:28])[O:29][CH:30]([CH3:31])[CH3:32])[CH:33]([CH3:34])[CH3:35])=[O:36]. Starting materials: C[C@@H]1CC(=O)[C@]2([C@@H](O1)O[C@@H]3[C@H]([C@@H]([C@@H]([C@@H]([C@H]3O2)NC)O)NC)O)O (spectinomycin), CC1([C@@H](N2[C@H](S1)[C@@H](C2=O)NC(=O)[C@@H](C=3C=CC=CC3)N)C(=O)O)C (ampicillin), C1=CC(=CC=C1[C@H]([C@@H](CO)NC(=O)C(Cl)Cl)O)[N+](=O)[O-] (chloramphenicol), C(CCO)O (1,3-propanediol). Product: C1=CC=C(C(=C1)N/N=C/2\C=CC=CC2=O)O (DhaB). Procedure: coli strain FM5 was transformed with the dha plasmid pDT24 (specR), the btuB plasmids pBtuB1 (ampR) or pBtuB2 (chlR), or the btuBCED plasmid pBCED (chlR). Selection is on LB plates containing 50 mg/L spectinomycin, 50 mg/L ampicillin or 100 mg/L chloramphenicol. Colonies resistant to the appropriate antibiotics were used for 1,3-propanediol production and vitamin or coenzyme B12 uptake. RXN SMILES: C[C@H]1O[C@H]2O[C@H:10]3[C@H:15](O[C@@]2(O)C(=O)C1)[C@@H:14](NC)[C@@H:13](O)[C@@H:12]([NH:20]C)[C@@H:11]3[OH:22].CC1(C)S[C@@H]2[C@H](NC([C@H](N)C3C=CC=CC=3)=O)C(=[O:32])N2[C@H]1C(O)=O.[CH:48]1[C:53]([C@@H](O)[C@H](NC(C(Cl)Cl)=O)CO)=[CH:52][CH:51]=[C:50]([N+:65]([O-])=O)[CH:49]=1.C(O)CCO>>[CH:52]1[CH:51]=[C:50]([NH:65]/[N:20]=[C:12]2\[CH:13]=[CH:14][CH:15]=[CH:10][C:11]\2=[O:22])[C:49]([OH:32])=[CH:48][CH:53]=1.